Dataset: the Open Reaction Database (ORD), a public repository of structured organic reaction records. Task: describe an organic reaction: reactants, conditions, products, and yield Reactants: O (H2O), C(C)(C)(C)OC(=O)N1CCC(CC1)CO (1-t-butoxycarbonyl-4-hydroxymethylpiperidine), BrCCCO[Si](C(C)C)(C(C)C)C(C)C (1-bromo-3-(triisopropylsilyloxy)propane), [H-].[Na+] (NaH). Solvent: CN(C)C=O (DMF). Reaction conditions: time 16 hour. Yields the product OCCCOCC1CCNCC1 (4-(3-hydroxypropyloxymethyl)piperidine). RXN SMILES: C(OC([N:8]1[CH2:13][CH2:12][CH:11]([CH2:14][OH:15])[CH2:10][CH2:9]1)=O)(C)(C)C.Br[CH2:17][CH2:18][CH2:19][O:20][Si](C(C)C)(C(C)C)C(C)C.[H-].[Na+].O>CN(C=O)C>[OH:20][CH2:19][CH2:18][CH2:17][O:15][CH2:14][CH:11]1[CH2:10][CH2:9][NH:8][CH2:13][CH2:12]1 |f:2.3|. Procedure details: To a solution of 0.5 g (2.3 mmol) of 1-t-butoxycarbonyl-4-hydroxymethylpiperidine and 1.4 g (4.6 mmol) of 1-bromo-3-(triisopropylsilyloxy)propane in 3 mL of DMF was added 0.12 g (4.1 mmol) of NaH (60% dispersion in mineral oil) and the reaction mixture was stirred at rt for 16 h. To the reaction mixture was added 10 mL of H2O and it was extracted with ether. The combined organic fractions were washed with sat'd NaCl solution, dried over MgSO4, filtered and the filtrate was concentrated. The resi... Reactants: N1CCC(CC1)CNC(=O)C1=CNC2=C1N=CN=C2C2=C(C=CC=1OCOC12)OCC1CC1 (4-(5-cyclopropylmethoxy-benzo[1,3]dioxol-4-yl)-5H-pyrrolo[3,2-d]pyrimidine-7-carboxylic acid (piperidin-4-ylmethyl)-amide), ClC(=O)C1(CC1)OC(C)=O (acetic acid 1-chlorocarbonyl-cyclopropyl ester). Product: OC1(CC1)C(=O)N1CCC(CC1)CNC(=O)C1=CNC2=C1N=CN=C2C2=C(C=CC=1OCOC12)OCC1CC1 (4-(5-Cyclopropylmethoxy-benzo[1,3]dioxol-4-yl)-5H-pyrrolo[3,2-d]pyrimidine-7-carboxylic acid {1-[1-(1-hydroxy-cyclopropyl)-methanoyl]-piperidin-4-ylmethyl}-amide). As a reaction SMILES: [NH:1]1[CH2:6][CH2:5][CH:4]([CH2:7][NH:8][C:9]([C:11]2[C:15]3[N:16]=[CH:17][N:18]=[C:19]([C:20]4[C:28]5[O:27][CH2:26][O:25][C:24]=5[CH:23]=[CH:22][C:21]=4[O:29][CH2:30][CH:31]4[CH2:33][CH2:32]4)[C:14]=3[NH:13][CH:12]=2)=[O:10])[CH2:3][CH2:2]1.Cl[C:35]([C:37]1([O:40]C(=O)C)[CH2:39][CH2:38]1)=[O:36]>>[OH:40][C:37]1([C:35]([N:1]2[CH2:2][CH2:3][CH:4]([CH2:7][NH:8][C:9]([C:11]3[C:15]4[N:16]=[CH:17][N:18]=[C:19]([C:20]5[C:28]6[O:27][CH2:26][O:25][C:24]=6[CH:23]=[CH:22][C:21]=5[O:29][CH2:30][CH:31]5[CH2:32][CH2:33]5)[C:14]=4[NH:13][CH:12]=3)=[O:10])[CH2:5][CH2:6]2)=[O:36])[CH2:39][CH2:38]1. Procedure: Starting from 4-(5-cyclopropylmethoxy-benzo[1,3]dioxol-4-yl)-5H-pyrrolo[3,2-d]pyrimidine-7-carboxylic acid (piperidin-4-ylmethyl)-amide (example A144) and acetic acid 1-chlorocarbonyl-cyclopropyl ester the title compound is obtained as colorless solid.